Dataset: the Open Reaction Database (ORD), a public repository of structured organic reaction records. Task: describe an organic reaction: reactants, conditions, products, and yield The reactants are C(C(C)C)(=O)Cl (isobutyryl chloride), ON=C(CN1C(C2(C3=CC=CC=C13)COC=1C2=CC2=C(OCO2)C1)=O)N (N′-hydroxy-2-(2′-oxo-6H-spiro[benzofuro[6,5-d][1,3]dioxole-7,3′-indoline]-1′-yl)acetimidamide), CC(C(=O)OC(C(C)(C)C)=O)(C)C (trimethylacetic anhydride), ClC1=C2C3(C(N(C2=CC=C1)CC(N)=NO)=O)COC=1C3=CC3=C(OCO3)C1 (2-(4′-chloro-2′-oxospiro[furo[2,3-f][1,3]benzodioxole-7,3′-indol]-1′(2′H)-yl)-N′-hydroxyacetimidamide). The product is ClC1=C2C3(C(N(C2=CC=C1)CC1=NOC(=N1)C(C)C)=O)COC=1C3=CC3=C(OCO3)C1 (4′-chloro-1′-{[5-(1-methylethyl)-1,2,4-oxadiazol-3-yl]methyl}spiro[furo[2,3-f][1,3]benzodioxole-7,3′-indol]-2′(1′H)-one). RXN SMILES: [C:1](Cl)(=O)[CH:2]([CH3:4])[CH3:3].CC(C)(C)C(OC(=O)C(C)(C)C)=O.[Cl:20][C:21]1[CH:29]=[CH:28][CH:27]=[C:26]2[C:22]=1[C:23]1([C:39]3=[CH:40][C:41]4[O:45][CH2:44][O:43][C:42]=4[CH:46]=[C:38]3[O:37][CH2:36]1)[C:24](=[O:35])[N:25]2[CH2:30][C:31](=[N:33][OH:34])[NH2:32].ON=C(N)CN1C2C(=CC=CC=2)C2(C3=CC4OCOC=4C=C3OC2)C1=O>>[Cl:20][C:21]1[CH:29]=[CH:28][CH:27]=[C:26]2[C:22]=1[C:23]1([C:39]3=[CH:40][C:41]4[O:45][CH2:44][O:43][C:42]=4[CH:46]=[C:38]3[O:37][CH2:36]1)[C:24](=[O:35])[N:25]2[CH2:30][C:31]1[N:32]=[C:1]([CH:2]([CH3:4])[CH3:3])[O:34][N:33]=1. Procedure: Following the procedure as described in EXAMPLE 11.23 and making non-critical variations using isobutyryl chloride to replace trimethylacetic anhydride, and 2-(4′-chloro-2′-oxospiro[furo[2,3-f][1,3]benzodioxole-7,3′-indol]-1′(2′H)-yl)-N′-hydroxyacetimidamide to replace N′-hydroxy-2-(2′-oxo-6H-spiro[benzofuro[6,5-d][1,3]dioxole-7,3′-indoline]-1′-yl)acetimidamide, 4′-chloro-1′-{[5-(1-methylethyl)-1,2,4-oxadiazol-3-yl]methyl}spiro[furo[2,3-f][1,3]benzodioxole-7,3′-indol]-2′(1′H)-one was obtained (2... Reactants: CCO, COC(=O)c1nc(C2CCCCC2)[nH]c1-c1ccc(C)cc1, [Li+], [OH-], O, O. The product is Cc1ccc(-c2[nH]c(C3CCCCC3)nc2C(=O)O)cc1. Reaction SMILES: [CH2:27]([OH:28])[CH3:29].[CH:1]1([c:7]2[nH:8][c:9](-[c:16]3[cH:17][cH:18][c:19]([CH3:22])[cH:20][cH:21]3)[c:10]([C:12](=[O:13])[O:14][CH3:15])[n:11]2)[CH2:2][CH2:3][CH2:4][CH2:5][CH2:6]1.[Li+:25].[OH-:24].[OH2:23].[OH2:26]>>[CH:1]1([c:7]2[nH:8][c:9](-[c:16]3[cH:17][cH:18][c:19]([CH3:22])[cH:20][cH:21]3)[c:10]([C:12](=[O:13])[OH:14])[n:11]2)[CH2:2][CH2:3][CH2:4][CH2:5][CH2:6]1. Reactants: C[O-].[Na+] (sodium methylate), Cl.C(N)(=O)[C@@H]1CC[C@H](CC1)C(=N)N (trans-4-carbamoylcyclohexane-carboxamidine hydrochloride), Cl (hydrochloric acid), [Na] (sodium), C(C)OC=C(C=O)C1=CC=C(C=C1)CCCCCCC (3-ethoxy-2-(p-n-heptylphenyl)acrolein). Run in CO (methanol). Run at temperature 50 celsius, time 8 hour. The product is C(CCCCCC)C1=CC=C(C=C1)C=1C=NC(=NC1)[C@@H]1CC[C@H](CC1)C(=O)N (trans-4-[5-(p-n-heptylphenyl)-2-pyrimidinyl]cyclohexane carboxamide). Reaction SMILES: C[O-].[Na+].[Na].C(O[CH:8]=[C:9]([C:12]1[CH:17]=[CH:16][C:15]([CH2:18][CH2:19][CH2:20][CH2:21][CH2:22][CH2:23][CH3:24])=[CH:14][CH:13]=1)[CH:10]=O)C.Cl.[C:26]([C@H:29]1[CH2:34][CH2:33][C@H:32]([C:35]([NH2:37])=[NH:36])[CH2:31][CH2:30]1)(=[O:28])[NH2:27].Cl>CO>[CH2:18]([C:15]1[CH:14]=[CH:13][C:12]([C:9]2[CH:8]=[N:36][C:35]([C@H:32]3[CH2:31][CH2:30][C@H:29]([C:26]([NH2:27])=[O:28])[CH2:34][CH2:33]3)=[N:37][CH:10]=2)=[CH:17][CH:16]=1)[CH2:19][CH2:20][CH2:21][CH2:22][CH2:23][CH3:24] |f:0.1,4.5,^1:3|. Procedure: To a sodium methylate solution prepared by the addition of 3.2 g. of sodium to 125 ml. of methanol are added 12.6 g. of 3-ethoxy-2-(p-n-heptylphenyl)acrolein and then 9.9 g. of trans-4-carbamoylcyclohexane-carboxamidine hydrochloride. The mixture is stirred at 50° C. overnight. The mixture is then acidified with dilute hydrochloric acid and the suspension is filtered. The residue is washed neutral and dried in vacuo. For purification, the residue is boiled with ether. There is obtained trans-4-[... Reactants: CCOC(=O)c1cc(F)c(C2CC2C(=O)O)c(F)c1F, CC(=O)OC(C)(C)C, CCOC(C)=O, [O-][Cl+3]([O-])([O-])O, O. The product is CCOC(=O)c1cc(F)c(C2CC2C(=O)OC(C)(C)C)c(F)c1F. Reaction SMILES: [C:1](=[O:2])([OH:3])[CH:4]1[CH:5]([c:7]2[c:8]([F:20])[c:9]([F:19])[c:10]([C:11](=[O:12])[O:13][CH2:14][CH3:15])[cH:16][c:17]2[F:18])[CH2:6]1.[C:33]([O:34][C:37]([CH3:38])([CH3:39])[CH3:40])(=[O:35])[CH3:36].[CH3:26][CH2:27][O:28][C:29](=[O:30])[CH3:31].[Cl+3:21]([OH:22])([O-:23])([O-:24])[O-:25].[OH2:32]>>[C:1]([O:2][C:37]([CH3:38])([CH3:39])[CH3:40])(=[O:3])[CH:4]1[CH:5]([c:7]2[c:8]([F:20])[c:9]([F:19])[c:10]([C:11](=[O:12])[O:13][CH2:14][CH3:15])[cH:16][c:17]2[F:18])[CH2:6]1. Reactants: C(C)(=O)NC1=C(C=C(C=C1)O)[N+](=O)[O-] (1-acetamido-4-hydroxy-2-nitrobenzene), C([O-])([O-])=O.[K+].[K+] (potassium carbonate), COCCl (chloromethyl methyl ether). Run in CC(=O)C (acetone). Run at time 10 minute. Product: C(C)(=O)NC1=C(C=C(C=C1)OCOC)[N+](=O)[O-] (1-acetamido-4-methoxymethoxy-2-nitrobenzene). Reaction SMILES: [C:1]([NH:4][C:5]1[CH:10]=[CH:9][C:8]([OH:11])=[CH:7][C:6]=1[N+:12]([O-:14])=[O:13])(=[O:3])[CH3:2].C(=O)([O-])[O-].[K+].[K+].[CH3:21][O:22][CH2:23]Cl>CC(C)=O>[C:1]([NH:4][C:5]1[CH:10]=[CH:9][C:8]([O:11][CH2:21][O:22][CH3:23])=[CH:7][C:6]=1[N+:12]([O-:14])=[O:13])(=[O:3])[CH3:2] |f:1.2.3|. Procedure: 1.9 G. of 1-acetamido-4-hydroxy-2-nitrobenzene, and 10 g. anhydrous potassium carbonate were stirred at room temperature in 75 ml. acetone and treated with 5 ml. chloromethyl methyl ether over 10 minutes. After a further 10 minutes, the mixture was filtered, evaporated to dryness, and the product filtered through silica gel eluting with 1% methanol to afford 1-acetamido-4-methoxymethoxy-2-nitrobenzene.